Dataset: the Open Reaction Database (ORD), a public repository of structured organic reaction records. Task: describe an organic reaction: reactants, conditions, products, and yield Starting materials: C=CCN, C=CCNc1nc(Cl)nc2c(C)csc12, O. The product is C=CCNc1nc(NCC=C)c2scc(C)c2n1. Reaction SMILES: [CH2:1]([CH:2]=[CH2:3])[NH2:4].[CH2:5]([CH:6]=[CH2:7])[NH:8][c:9]1[c:10]2[c:11]([n:12][c:13]([Cl:15])[n:14]1)[c:16]([CH3:19])[cH:17][s:18]2.[OH2:20]>>[CH2:1]([CH:2]=[CH2:3])[NH:4][c:13]1[n:12][c:11]2[c:10]([c:9]([NH:8][CH2:5][CH:6]=[CH2:7])[n:14]1)[s:18][cH:17][c:16]2[CH3:19]. The reactants are BrB(Br)Br, CNC(=O)c1c(C)n(C)c2cc(OC)ccc12. The product is CNC(=O)c1c(C)n(C)c2cc(O)ccc12. RXN SMILES: [B:18]([Br:19])([Br:20])[Br:21].[CH3:1][NH:2][C:3](=[O:4])[c:5]1[c:6]([CH3:17])[n:7]([CH3:16])[c:8]2[cH:9][c:10]([O:14][CH3:15])[cH:11][cH:12][c:13]12>>[CH3:1][NH:2][C:3](=[O:4])[c:5]1[c:6]([CH3:17])[n:7]([CH3:16])[c:8]2[cH:9][c:10]([OH:14])[cH:11][cH:12][c:13]12.